From a dataset of the Open Reaction Database (ORD), a public repository of structured organic reaction records. describe an organic reaction: reactants, conditions, products, and yield Reactants: CC(=O)N1CCC(=C2c3ccc(Cl)cc3CCc3cc(C(C)(C)C)cnc32)CC1, ClCCl, [Na+], [OH-], O=C(OO)c1cccc(Cl)c1. Product: CC(=O)[N+]1([O-])CCC(=C2c3ccc(Cl)cc3CCc3cc(C(C)(C)C)cnc32)CC1. Reaction SMILES: [C:1]([CH3:2])(=[O:3])[N:4]1[CH2:5][CH2:6][C:7](=[C:10]2[c:11]3[c:12]([cH:25][c:26]([Cl:29])[cH:27][cH:28]3)[CH2:13][CH2:14][c:15]3[c:16]2[n:17][cH:18][c:19]([C:21]([CH3:22])([CH3:23])[CH3:24])[cH:20]3)[CH2:8][CH2:9]1.[CH2:43]([Cl:44])[Cl:45].[Na+:42].[OH-:41].[OH:30][O:31][C:32]([c:33]1[cH:34][c:35]([Cl:36])[cH:37][cH:38][cH:39]1)=[O:40]>>[C:1]([CH3:2])(=[O:3])[N+:4]1([O-:30])[CH2:5][CH2:6][C:7](=[C:10]2[c:11]3[c:12]([cH:25][c:26]([Cl:29])[cH:27][cH:28]3)[CH2:13][CH2:14][c:15]3[c:16]2[n:17][cH:18][c:19]([C:21]([CH3:22])([CH3:23])[CH3:24])[cH:20]3)[CH2:8][CH2:9]1. Starting materials: C1(C(C(CCC1)=NO)=O)=NO (cyclohexane-1,2,3-trione 1,3-dioxime), C(C)(=O)O (acetic acid), O (water), N1=CC=CC=C1 (pyridine), C(C)(=O)O (acetic acid), C(C)(=O)OC(C)=O (acetic anhydride), O (water). Reaction conditions: time 5 hour. Product: C(C)(=O)OC1=C(OC(C)=O)C(OC(C)=O)=CC=C1 (pyrogallol triacetate). Isolated yield 0.5%. Reaction SMILES: [C:1]1(=NO)[CH2:6][CH2:5][CH2:4][C:3](=NO)[C:2]1=[O:9].[C:12]([OH:15])(=[O:14])[CH3:13].[C:16]([O:19]C(=O)C)(=[O:18])[CH3:17].N1[CH:28]=[CH:27]C=CC=1.[OH2:29]>>[C:12]([O:15][C:1]1[CH:6]=[CH:5][CH:4]=[C:3]([O:19][C:16](=[O:18])[CH3:17])[C:2]=1[O:9][C:27](=[O:29])[CH3:28])(=[O:14])[CH3:13]. Procedure details: To cyclohexane-1,2,3-trione 1,3-dioxime (100 parts) were added glacial acetic acid (400 parts) and water (1600 parts) and the mixture refluxed for four hours at 100°-100.5° C. The pyrogallol was extracted and purified as follows. 47.3% NaOH solution (483 parts) was added to the cooled mixture, when the pH rose from 3.4 to 6.0. The mixture was filtered giving insolubles (60 parts), and the filtrate was continuously extracted with ether. The extract was dried over Na2SO4 and evaporated. The residu... Reactants: BrC1=CN2C(S1)=C(N=C2)CO (2-bromo-7-hydroxymethylimidazo[5,1-b]thiazole). Reagents/catalysts: [O-2].[O-2].[Mn+4] (Manganese dioxide). Solvent: ClCCl (dichloromethane). Yields the product BrC1=CN2C(S1)=C(N=C2)C=O (2-bromoimidazo[5,1-b]thiazole-7-carbaldehyde). The yield is 92.8%. Reaction SMILES: [Br:1][C:2]1[S:6][C:5]2=[C:7]([CH2:10][OH:11])[N:8]=[CH:9][N:4]2[CH:3]=1>ClCCl.[O-2].[O-2].[Mn+4]>[Br:1][C:2]1[S:6][C:5]2=[C:7]([CH:10]=[O:11])[N:8]=[CH:9][N:4]2[CH:3]=1 |f:2.3.4|. Procedure details: Manganese dioxide (content 75%; 5.3 g, 46.11 mmol) was added to a solution of 2-bromo-7-hydroxymethylimidazo[5,1-b]thiazole (1.1 g, 4.61 mmol) in dichloromethane (100 ml), and the mixture was heated under reflux for 30 min. After the completion of the reaction, the reaction mixture was filtered through Celite, followed by washing with dichloromethane. The solvent was then removed by distillation under the reduced pressure to give 2-bromoimidazo[5,1-b]thiazole-7-carbaldehyde (989 mg, 93%) as a wh... Starting materials: O=C(Cl)c1ccccc1, ClCCl, Nc1cc(N2CCCC2)ccc1[N+](=O)[O-], c1ccncc1. The product is O=C(Nc1cc(N2CCCC2)ccc1[N+](=O)[O-])c1ccccc1. Reaction SMILES: [C:22]([c:23]1[cH:24][cH:25][cH:26][cH:27][cH:28]1)(=[O:29])[Cl:30].[Cl:31][CH2:32][Cl:33].[N+:1](=[O:2])([O-:3])[c:4]1[c:5]([NH2:15])[cH:6][c:7]([N:10]2[CH2:11][CH2:12][CH2:13][CH2:14]2)[cH:8][cH:9]1.[cH:16]1[cH:17][cH:18][n:19][cH:20][cH:21]1>>[N+:1](=[O:2])([O-:3])[c:4]1[c:5]([NH:15][C:22]([c:23]2[cH:24][cH:25][cH:26][cH:27][cH:28]2)=[O:29])[cH:6][c:7]([N:10]2[CH2:11][CH2:12][CH2:13][CH2:14]2)[cH:8][cH:9]1. The reactants are BrCc1ccc(-c2ccno2)cc1, O=c1[nH]nc2c(-c3ccncc3)c(-c3ccc(Cl)cc3)cnn12, [K+], [K+], O=C([O-])[O-], CN(C)C=O. Product: O=c1n(Cc2ccc(-c3ccno3)cc2)nc2c(-c3ccncc3)c(-c3ccc(Cl)cc3)cnn12. RXN SMILES: [Br:30][CH2:31][c:32]1[cH:33][cH:34][c:35](-[c:38]2[cH:39][cH:40][n:41][o:42]2)[cH:36][cH:37]1.[Cl:1][c:2]1[cH:3][cH:4][c:5](-[c:8]2[c:9](-[c:18]3[cH:19][cH:20][n:21][cH:22][cH:23]3)[c:10]3[n:11]([n:12][cH:13]2)[c:14](=[O:17])[nH:15][n:16]3)[cH:6][cH:7]1.[K+:24].[K+:25].[O-:26][C:27]([O-:28])=[O:29].[O:43]=[CH:44][N:45]([CH3:46])[CH3:47]>>[Cl:1][c:2]1[cH:3][cH:4][c:5](-[c:8]2[c:9](-[c:18]3[cH:19][cH:20][n:21][cH:22][cH:23]3)[c:10]3[n:11]([n:12][cH:13]2)[c:14](=[O:17])[n:15]([CH2:31][c:32]2[cH:33][cH:34][c:35](-[c:38]4[cH:39][cH:40][n:41][o:42]4)[cH:36][cH:37]2)[n:16]3)[cH:6][cH:7]1. The reactants are [BH4-], CCB(CC)CC, C1CCOC1, CC(C)(C)OC(=O)CC(=O)CC1OC(C)(C)OC1=O, Cl, [Na+]. Product: CC(C)(C)OC(=O)CC(O)CC1OC(C)(C)OC1=O. As a reaction SMILES: [BH4-:27].[CH2:20]([B:21]([CH2:22][CH3:23])[CH2:24][CH3:25])[CH3:26].[CH2:30]1[O:31][CH2:32][CH2:33][CH2:34]1.[CH3:1][C:2]1([CH3:19])[O:3][C:4](=[O:18])[CH:5]([CH2:7][C:8]([CH2:9][C:10](=[O:11])[O:12][C:13]([CH3:14])([CH3:15])[CH3:16])=[O:17])[O:6]1.[ClH:29].[Na+:28]>>[CH3:1][C:2]1([CH3:19])[O:3][C:4](=[O:18])[CH:5]([CH2:7][CH:8]([CH2:9][C:10](=[O:11])[O:12][C:13]([CH3:14])([CH3:15])[CH3:16])[OH:17])[O:6]1.